Dataset: the Open Reaction Database (ORD), a public repository of structured organic reaction records. Task: describe an organic reaction: reactants, conditions, products, and yield Starting materials: IC (iodomethane), [Na] (sodium), oil, ClC=1C=NC=C(C1NC(=O)C1=CC=C2C(=NN(C2=C1)C1CCCC1)CC)Cl (1-cyclopentyl-3-ethyl-1H-indazole-6-carboxylic acid (3,5-dichlor-pyridin-4-yl)-amide). Run in CN(C)C=O (DMF), O (H2O). Conditions: time 30 minute. Product: ClC=1C=NC=C(C1N(C(=O)C1=CC=C2C(=NN(C2=C1)C1CCCC1)CC)C)Cl (1-Cyclopentyl-3-ethyl-1H-indazole-6-carboxylic acid (3,5-dichloro-pyridin-4-yl)-methyl-amide). Isolated yield 52.2%. As a reaction SMILES: [Na].[Cl:2][C:3]1[CH:4]=[N:5][CH:6]=[C:7]([Cl:28])[C:8]=1[NH:9][C:10]([C:12]1[CH:20]=[C:19]2[C:15]([C:16]([CH2:26][CH3:27])=[N:17][N:18]2[CH:21]2[CH2:25][CH2:24][CH2:23][CH2:22]2)=[CH:14][CH:13]=1)=[O:11].I[CH3:30]>CN(C=O)C.O>[Cl:28][C:7]1[CH:6]=[N:5][CH:4]=[C:3]([Cl:2])[C:8]=1[N:9]([CH3:30])[C:10]([C:12]1[CH:20]=[C:19]2[C:15]([C:16]([CH2:26][CH3:27])=[N:17][N:18]2[CH:21]2[CH2:25][CH2:24][CH2:23][CH2:22]2)=[CH:14][CH:13]=1)=[O:11] |^1:0|. Procedure details: 5.2 mg (0.130 mmol, 1.05 equiv) sodium hybride, 60% oil dispersion, were added to a room temperature solution of 50 mg (0.124 mmol, 1.0 equiv) 1-cyclopentyl-3-ethyl-1H-indazole-6-carboxylic acid (3,5-dichlor-pyridin-4-yl)-amide in 3 mL anhydrous DMF. After 30 min. 7.7 μl (0.124 mmol, 1.0 equiv) iodomethane were added and the mixture stirred at room temperature for 4 h. The reaction mixture was diluted with 50 mL H2O and extracted 2×20 mL ethyl acetate. The ethyl acetate extracts were combined, w... As a reaction SMILES: [NH2:1][C:2]1[C:7]([OH:8])=[CH:6][CH:5]=[C:4]([CH3:9])[CH:3]=1.[CH:10]([C:12]1[CH:19]=[CH:18][CH:17]=[CH:16][C:13]=1[C:14]#N)=[O:11].[CH2:20]([OH:22])C>>[CH3:9][C:4]1[CH:5]=[CH:6][C:7]2[O:8][C:14]([C:13]3[CH:16]=[CH:17][CH:18]=[CH:19][C:12]=3[C:10]([O:22][CH3:20])=[O:11])=[N:1][C:2]=2[CH:3]=1. Run at time 20 hour. The product is CC=1C=CC2=C(N=C(O2)C2=C(C(=O)OC)C=CC=C2)C1 (methyl 2-(5-methylbenzoxazol-2-yl)benzoate). Procedure: A solution of 2-amino-p-cresol (9.8 g) and 2-formylbenzonitrile (10.5 g) in ethanol (160 ml) was allowed to stand for 20 hours. The precipitated solid was filtered off and washed with ethanol (30 ml) to give 2-hydroxy-5-methyl-N-(2-cyanobenzylidene)aniline (C) (3.1 g), m.p. 135°-138° C.; NMR: 2.35(s, 3H), 6.95(d, 1H), 7.1(dd, 1H), 7.2(s & br s, 2H), 7.55(dt, 1H), 7.7(dt, 1H), 7.8(dd, 1H) 8.1(dd, 1H), 8.9(s, 1H). Reactants: NC1=CC(=CC=C1O)C (2-amino-p-cresol), C(=O)C1=C(C#N)C=CC=C1 (2-formylbenzonitrile), C(C)O (ethanol). The reactants are BrC(Br)(Br)Br (tetrabromomethane), C1(=CC=CC=C1)P(C1=CC=CC=C1)C1=CC=CC=C1 (triphenylphosphine), C(=O)C1=CC=C(C=C1)C1=CC=C(C=C1)CCCCC (4-formyl-4'-pentylbiphenyl), CCCCCC (hexane). Solvent: C(Cl)Cl (methylene chloride), C(Cl)Cl (methylene chloride), C(Cl)Cl (methylene chloride). Reaction conditions: temperature 0 celsius, time 5 minute. Product: residue, BrC(=CC1=CC=C(C=C1)C1=CC=C(C=C1)CCCCC)Br (4-(2,2-dibromovinyl)-4'-pentylbiphenyl). Yield: 54.9%. Reaction SMILES: [Br:1][C:2]([Br:5])(Br)Br.C1(P(C2C=CC=CC=2)C2C=CC=CC=2)C=CC=CC=1.[CH:25]([C:27]1[CH:32]=[CH:31][C:30]([C:33]2[CH:38]=[CH:37][C:36]([CH2:39][CH2:40][CH2:41][CH2:42][CH3:43])=[CH:35][CH:34]=2)=[CH:29][CH:28]=1)=O.CCCCCC>C(Cl)Cl>[Br:1][C:2]([Br:5])=[CH:25][C:27]1[CH:32]=[CH:31][C:30]([C:33]2[CH:38]=[CH:37][C:36]([CH2:39][CH2:40][CH2:41][CH2:42][CH3:43])=[CH:35][CH:34]=2)=[CH:29][CH:28]=1. Reported procedure: A solution of 15.3 g of tetrabromomethane in 150 ml of methylene chloride was placed at 0° C. in a sulphonation flask under argon gasification and treated within 5 minutes with a solution of 12.1 g of triphenylphosphine in 50 ml of methylene chloride. After completion of the addition, the clear orange reaction solution was stirred at 0° C. for a further 5 minutes and then a solution of 5.80 g of 4-formyl-4'-pentylbiphenyl in 50 ml of methylene chloride was added dropwise within 10 minutes. After...